Dataset: the Open Reaction Database (ORD), a public repository of structured organic reaction records. Task: describe an organic reaction: reactants, conditions, products, and yield The reactants are O=C(O)CCCCCCCCC#Cc1ccc(CN(Cc2ccc(C(F)(F)F)cc2)C(=O)C(=O)O)cc1, CCOC(C)=O. Yields the product O=C(O)CCCCCCCCCCc1ccc(CN(Cc2ccc(C(F)(F)F)cc2)C(=O)C(=O)O)cc1. As a reaction SMILES: [C:1](=[O:2])([OH:3])[C:4](=[O:5])[N:6]([CH2:7][c:8]1[cH:9][cH:10][c:11]([C:14]([F:15])([F:16])[F:17])[cH:12][cH:13]1)[CH2:18][c:19]1[cH:20][cH:21][c:22]([C:25]#[C:26][CH2:27][CH2:28][CH2:29][CH2:30][CH2:31][CH2:32][CH2:33][CH2:34][C:35](=[O:36])[OH:37])[cH:23][cH:24]1.[CH3:38][CH2:39][O:40][C:41]([CH3:42])=[O:43]>>[C:1](=[O:2])([OH:3])[C:4](=[O:5])[N:6]([CH2:7][c:8]1[cH:9][cH:10][c:11]([C:14]([F:15])([F:16])[F:17])[cH:12][cH:13]1)[CH2:18][c:19]1[cH:20][cH:21][c:22]([CH2:25][CH2:26][CH2:27][CH2:28][CH2:29][CH2:30][CH2:31][CH2:32][CH2:33][CH2:34][C:35](=[O:36])[OH:37])[cH:23][cH:24]1. Starting materials: [Cl-].COC[P+](C1=CC=CC=C1)(C1=CC=CC=C1)C1=CC=CC=C1 (methoxymethyl triphenyl phosphonium chloride), C(C)(C)NC(C)C (di-isopropylamine), C(C1=CC=CC=C1)N1CCC(CC1)C=O (1-benzyl-4-formylpiperidine), C(CCC)[Li] (n-butyl lithium), hexanes. Solvent: O1CCCC1 (tetrahydrofuran), O1CCCC1 (tetrahydrofuran), O1CCCC1 (tetrahydrofuran), C(C)(=O)OCC (ethyl acetate). Reaction conditions: temperature -40 celsius. The product is C(C1=CC=CC=C1)N1CCC(CC1)C=COC (1-Benzyl-4(2'-methoxyethenyl)piperidine). RXN SMILES: C(NC(C)C)(C)C.C([Li])CCC.[Cl-].[CH3:14][O:15][CH2:16][P+](C1C=CC=CC=1)(C1C=CC=CC=1)C1C=CC=CC=1.[CH2:36]([N:43]1[CH2:48][CH2:47][CH:46]([CH:49]=O)[CH2:45][CH2:44]1)[C:37]1[CH:42]=[CH:41][CH:40]=[CH:39][CH:38]=1>O1CCCC1.C(OCC)(=O)C>[CH2:36]([N:43]1[CH2:44][CH2:45][CH:46]([CH:49]=[CH:14][O:15][CH3:16])[CH2:47][CH2:48]1)[C:37]1[CH:38]=[CH:39][CH:40]=[CH:41][CH:42]=1 |f:2.3|. Procedure details: A solution of di-isopropylamine (4.38 g, 6.1 mL, 43.3 mmol) in anhydrous tetrahydrofuran (50 mL) was cooled to 0° C. with stirring. A solution of n-butyl lithium in hexanes (2.4 M, 17.3 mL, 43.3 mmol) was added dropwise; the resulting solution was stirred for 15 minutes. The reaction mixture was transferred via cannula to a suspension of methoxymethyl triphenyl phosphonium chloride (14.9 g, 43.3 mmol) in anhydrous tetrahydrofuran (100 mL), stirred at -20° C. The reaction mixture was stirred at -... Starting materials: O (H2O), ClC1=NOC2=C1C=CC=C2 (3-chloro-1,2-benzisoxazole), NCC1CCN(CC1)CC1=CC=CC=C1 (4-aminomethyl-1-phenylmethyl piperidine), C(=O)([O-])[O-].[K+].[K+] (K2CO3). The solvent is CS(=O)C (DMSO), CCOC(=O)C (EtOAc). Reaction conditions: temperature 150 celsius. Product: C1(=CC=CC=C1)CN1CCC(CC1)CNC1=NOC2=C1C=CC=C2 (3-[(1-Phenylmethyl-4-piperidyl)methylamino]-1,2-benzisoxazole). Yield: 16.9%. As a reaction SMILES: Cl[C:2]1[C:6]2[CH:7]=[CH:8][CH:9]=[CH:10][C:5]=2[O:4][N:3]=1.[NH2:11][CH2:12][CH:13]1[CH2:18][CH2:17][N:16]([CH2:19][C:20]2[CH:25]=[CH:24][CH:23]=[CH:22][CH:21]=2)[CH2:15][CH2:14]1.C([O-])([O-])=O.[K+].[K+].O>CS(C)=O.CCOC(C)=O>[C:20]1([CH2:19][N:16]2[CH2:17][CH2:18][CH:13]([CH2:12][NH:11][C:2]3[C:6]4[CH:7]=[CH:8][CH:9]=[CH:10][C:5]=4[O:4][N:3]=3)[CH2:14][CH2:15]2)[CH:21]=[CH:22][CH:23]=[CH:24][CH:25]=1 |f:2.3.4|. Procedure details: A mixture of 3-chloro-1,2-benzisoxazole (0.238 g, 1.55 mmol), 4-aminomethyl-1-phenylmethyl piperidine (0.316 g, 1.55 mmol), and K2CO3 (0.214 g, 1.55 mmol) in DMSO (10 mL) was heated at 150° C. for 20 hours. The cooled reaction mixture was diluted with EtOAc (75 mL) and poured over H2O (200 mL). The organic phase was separated and washed with brine, dried (MgSO4), filtered, and concentrated. The brown oil obtained was purified by silica gel flash chromatography (4% MeOH-CH2Cl2) to give the title ... Starting materials: 4-[(2-Furyl)methyl]-3,4-dehydro-L-proline, C(=O)(OCC1=CC=CC=C1)N1[C@H](C(=O)O)CC(C1)(O)CC=1OC=CC1 (N-carbobenzyloxy-4-[(2-furyl)methyl]-4-hydroxy-L-proline), C(C)(=O)CC(=S)Cl (2-acetylthioacetyl chloride), C(C)(=O)SCC(=O)N1[C@@](C=CC1)(C(=O)O)CC=1OC=CC1 ((2S)-1-[2-(Acetylthio)-1-oxoethyl]-[(2-furyl)methyl]-2,5-dihydro-1H-pyrrole-2-carboxylic acid). Product: C(C)(=O)SCC(=O)N1[C@@H](C=C(C1)CC=1OC=CC1)C(=O)O ((2S)-1-[2-(acetylthio)-1-oxoethyl]-4-[(2-furyl)methyl]-2,5-dihydro-1H-pyrrole-2-carboxylic acid). Reaction SMILES: [C:1]([N:11]1[CH2:18][C:17]([CH2:20][C:21]2[O:22][CH:23]=[CH:24][CH:25]=2)(O)[CH2:16][C@H:12]1[C:13]([OH:15])=[O:14])([O:3]CC1C=CC=CC=1)=O.C(CC(Cl)=S)(=O)C.[C:33]([S:36][CH2:37]C(N1CC=C[C@@]1(CC1OC=CC=1)C(O)=O)=O)(=[O:35])[CH3:34]>>[C:33]([S:36][CH2:37][C:1]([N:11]1[CH2:18][C:17]([CH2:20][C:21]2[O:22][CH:23]=[CH:24][CH:25]=2)=[CH:16][C@H:12]1[C:13]([OH:15])=[O:14])=[O:3])(=[O:35])[CH3:34]. Procedure details: 4-[(2-Furyl)methyl]-3,4-dehydro-L-proline from part (a) is reacted with 2-acetylthioacetyl chloride according to the procedure of Example 3 (b) to yield (2S)-1-[2-(acetylthio)-1-oxoethyl]-4-[(2-furyl)methyl]-2,5-dihydro-1H-pyrrole-2-carboxylic acid.